This data is from the Open Reaction Database (ORD), a public repository of structured organic reaction records. The task is: describe an organic reaction: reactants, conditions, products, and yield The reactants are OC1=CC=NC2=CC=CN=C12 (4-hydroxy-1,5-naphthyridine), P(=O)(Cl)(Cl)Cl (phosphorous oxychloride), O.N (ammonia water). Product: ClC1=CC=NC2=CC=CN=C12 (4-chloro-1,5-naphthyridine). As a reaction SMILES: O[C:2]1[C:11]2[C:6](=[CH:7][CH:8]=[CH:9][N:10]=2)[N:5]=[CH:4][CH:3]=1.P(Cl)(Cl)([Cl:14])=O.O.N>>[Cl:14][C:2]1[C:11]2[C:6](=[CH:7][CH:8]=[CH:9][N:10]=2)[N:5]=[CH:4][CH:3]=1 |f:2.3|. Procedure: To 700 mg of 4-hydroxy-1,5-naphthyridine (CAS No. 5423-54-1, purchased from Specs), phosphorous oxychloride (15 ml) was added and heated to reflux for an hour. The reaction was put back to room temperature. The mixture was poured to ice, made alkaline with ammonia water and extracted with ethyl acetate. The ethyl acetate layer was washed with water, dried with magnesium sulfate, filtrated through NH silica gel, and the filtrate was concentrated under reduced pressure to obtain 456 mg of 4-chloro... Reactants: CN(C)C=O, Fc1ccc(CBr)cc1, [H-], [Na+], O, O=c1[nH]c2ccccc2c(=O)o1. Yields the product O=c1oc(=O)n(Cc2ccc(F)cc2)c2ccccc12. Reaction SMILES: [CH3:25][N:26]([CH3:27])[CH:28]=[O:29].[F:15][c:16]1[cH:17][cH:18][c:19]([CH2:20][Br:21])[cH:22][cH:23]1.[H-:14].[Na+:13].[OH2:24].[c:1]12[c:2](=[O:3])[o:4][c:5](=[O:12])[nH:6][c:7]1[cH:8][cH:9][cH:10][cH:11]2>>[c:1]12[c:2](=[O:3])[o:4][c:5](=[O:12])[n:6]([CH2:20][c:19]3[cH:18][cH:17][c:16]([F:15])[cH:23][cH:22]3)[c:7]1[cH:8][cH:9][cH:10][cH:11]2. Starting materials: [Br-], CCOC(=O)C(C)(C)Oc1ccc(OCCc2nc(-c3ccc(O)cc3)oc2C)cc1, CI, CCCC[N+](CCCC)(CCCC)CCCC, ClCCl, [Na+], [OH-]. Product: CCOC(=O)C(C)(C)Oc1ccc(OCCc2nc(-c3ccc(OC)cc3)oc2C)cc1. Reaction SMILES: [Br-:36].[CH2:1]([CH3:2])[O:3][C:4]([C:5]([CH3:6])([CH3:7])[O:8][c:9]1[cH:10][cH:11][c:12]([O:15][CH2:16][CH2:17][c:18]2[n:19][c:20](-[c:24]3[cH:25][cH:26][c:27]([OH:30])[cH:28][cH:29]3)[o:21][c:22]2[CH3:23])[cH:13][cH:14]1)=[O:31].[CH3:32][I:33].[CH3:37][CH2:38][CH2:39][CH2:40][N+:41]([CH2:42][CH2:43][CH2:44][CH3:45])([CH2:46][CH2:47][CH2:48][CH3:49])[CH2:50][CH2:51][CH2:52][CH3:53].[Cl:54][CH2:55][Cl:56].[Na+:35].[OH-:34]>>[CH2:1]([CH3:2])[O:3][C:4]([C:5]([CH3:6])([CH3:7])[O:8][c:9]1[cH:10][cH:11][c:12]([O:15][CH2:16][CH2:17][c:18]2[n:19][c:20](-[c:24]3[cH:25][cH:26][c:27]([O:30][CH3:32])[cH:28][cH:29]3)[o:21][c:22]2[CH3:23])[cH:13][cH:14]1)=[O:31].